From a dataset of the Open Reaction Database (ORD), a public repository of structured organic reaction records. describe an organic reaction: reactants, conditions, products, and yield Product: O=C(Nc1nnn[nH]1)c1ccc([N+](=O)[O-])cn1. RXN SMILES: [N+:1](=[O:2])([O-:3])[c:4]1[cH:5][cH:6][c:7]([C:10](=[O:11])[OH:12])[n:8][cH:9]1.[NH2:17][c:18]1[n:19][n:20][n:21][nH:22]1.[S:13]([Cl:14])([Cl:15])=[O:16]>>[N+:1](=[O:2])([O-:3])[c:4]1[cH:5][cH:6][c:7]([C:10](=[O:12])[NH:17][c:18]2[nH:19][n:20][n:21][n:22]2)[n:8][cH:9]1. Reactants: O=C(O)c1ccc([N+](=O)[O-])cn1, Nc1nnn[nH]1, O=S(Cl)Cl. The reactants are O (water), OCC(C)(CO)C (neopentyl glycol), 15, BrC=1C=C(C=O)C=CC1OC (3-Bromo-4-methoxybenzaldehyde). The solvent is C1(=CC=CC=C1)C (toluene). The product is BrC=1C=C(C=CC1OC)C1OCC(CO1)(C)C (2-(3-Bromo-4-methoxyphenyl)-5,5-dimethyl-[1,3]dioxane). RXN SMILES: [Br:1][C:2]1[CH:3]=[C:4]([CH:7]=[CH:8][C:9]=1[O:10][CH3:11])[CH:5]=[O:6].[OH:12][CH2:13][C:14]([CH3:18])([CH2:16]O)[CH3:15].O>C1(C)C=CC=CC=1>[Br:1][C:2]1[CH:3]=[C:4]([CH:5]2[O:12][CH2:13][C:14]([CH3:18])([CH3:16])[CH2:15][O:6]2)[CH:7]=[CH:8][C:9]=1[O:10][CH3:11]. Procedure details: 3-Bromo-4-methoxybenzaldehyde (60.0 g, 279 mmol) was dissolved in toluene (600 mL), and after addition of neopentyl glycol (32.0 g, 306 mmol) and Amberlyst-15 (3.6 g) the reaction mixture was heated under reflux for 2 hours on a water separator. After cooling, the reaction mixture was filtered, washed twice with water, and then concentrated under reduced pressure. The oil residue was combined with heptane, and the product which precipitated was filtered off and washed with heptane.